This data is from the Open Reaction Database (ORD), a public repository of structured organic reaction records. The task is: describe an organic reaction: reactants, conditions, products, and yield Reactants: N#Cc1cccnc1, ClC=C(Cl)Cl, ClCCl, Cl, Nc1ccc(F)c(F)c1, [Na+], [OH-], O. Product: Nc1cc(F)c(F)cc1C(=O)c1cccnc1. RXN SMILES: [C:10](#[N:11])[c:12]1[cH:13][n:14][cH:15][cH:16][cH:17]1.[Cl:21][CH:22]=[C:23]([Cl:24])[Cl:25].[Cl:27][CH2:28][Cl:29].[ClH:18].[F:1][c:2]1[c:3]([F:9])[cH:4][c:5]([NH2:8])[cH:6][cH:7]1.[Na+:20].[OH-:19].[OH2:26]>>[F:1][c:2]1[c:3]([F:9])[cH:4][c:5]([NH2:8])[c:6]([C:10]([c:12]2[cH:13][n:14][cH:15][cH:16][cH:17]2)=[O:19])[cH:7]1. Reactants: ice, C(C)(=O)SCC(C(=O)O)CC1=CC=CC=C1 (3-acetylthio-2-benzylpropanoic acid), S(=O)(=O)([O-])C1=CC=C(C)C=C1 (tosylate), C=1C=CC2=C(C1)N=NN2O (HOBT), C(C1=CC=CC=C1)OC(CN)=O (glycine benzyl ester), C1CCC(CC1)N=C=NC2CCCCC2 (DCC). Solvent: C1CCOC1 (THF), C(Cl)(Cl)Cl (CHCl3), C(Cl)(Cl)Cl (CHCl3), C(C)N(CC)CC (triethylamine), C1CCOC1 (THF). Yields the product C(C1=CC=CC=C1)OC(CNC(C(CSC(C)=O)CC1=CC=CC=C1)=O)=O (N-[3-Acetylthio-2-benzylpropanoyl]glycine benzyl ester). As a reaction SMILES: [C:1]([S:4][CH2:5][CH:6]([CH2:10][C:11]1[CH:16]=[CH:15][CH:14]=[CH:13][CH:12]=1)[C:7]([OH:9])=O)(=[O:3])[CH3:2].[CH2:17]([O:24][C:25](=[O:28])[CH2:26][NH2:27])[C:18]1[CH:23]=[CH:22][CH:21]=[CH:20][CH:19]=1.S(C1C=CC(C)=CC=1)([O-])(=O)=O.C1C=CC2N(O)N=NC=2C=1.C1CCC(N=C=NC2CCCCC2)CC1>C1COCC1.C(Cl)(Cl)Cl.C(N(CC)CC)C>[CH2:17]([O:24][C:25](=[O:28])[CH2:26][NH:27][C:7](=[O:9])[CH:6]([CH2:10][C:11]1[CH:16]=[CH:15][CH:14]=[CH:13][CH:12]=1)[CH2:5][S:4][C:1](=[O:3])[CH3:2])[C:18]1[CH:23]=[CH:22][CH:21]=[CH:20][CH:19]=1. Procedure: To a stirred ice-cold solution of 2.85 g (12 mmoles) 3-acetylthio-2-benzylpropanoic acid in 20 ml THF are successively added a mixture of 4.04 g (12 mmoles) glycine benzyl ester p.tosylate and 1.71 ml triethylamine in 20 ml CHCl3, a solution of 1.83 g (12 mmoles) HOBT in 15 ml THF, and a solution of 2.63 g (12.8 mmoles) DCC in 10 ml CHCl3.